From a dataset of the Open Reaction Database (ORD), a public repository of structured organic reaction records. describe an organic reaction: reactants, conditions, products, and yield The reactants are FC(F)(F)c1ccc(-c2ccccc2Br)cc1, [Cl-], CC(C)(C)P(Cl)C(C)(C)C, I. Yields the product CC(C)(C)P(c1ccccc1-c1ccc(C(F)(F)F)cc1)C(C)(C)C. As a reaction SMILES: [Br:1][c:2]1[c:3](-[c:8]2[cH:9][cH:10][c:11]([C:14]([F:15])([F:16])[F:17])[cH:12][cH:13]2)[cH:4][cH:5][cH:6][cH:7]1.[Cl-:19].[Cl:20][P:21]([C:22]([CH3:23])([CH3:24])[CH3:25])[C:26]([CH3:27])([CH3:28])[CH3:29].[I:18]>>[c:2]1([P:21]([C:22]([CH3:23])([CH3:24])[CH3:25])[C:26]([CH3:27])([CH3:28])[CH3:29])[c:3](-[c:8]2[cH:9][cH:10][c:11]([C:14]([F:15])([F:16])[F:17])[cH:12][cH:13]2)[cH:4][cH:5][cH:6][cH:7]1. Starting materials: OCCC=1C=C(C=CC1)CCO (2-[3-(2-Hydroxy-ethyl)-phenyl]-ethanol), C(C)(=O)OC(C)=O (acetic anhydride). Run in C(C)#N (ACN). Product: OCCC=1C=C(C=CC1)CCOC(C)=O (Acetic acid 2-[3-(2-hydroxy-ethyl)-phenyl]-ethyl ester). Isolated yield 41.6%. RXN SMILES: [OH:1][CH2:2][CH2:3][C:4]1[CH:5]=[C:6]([CH2:10][CH2:11][OH:12])[CH:7]=[CH:8][CH:9]=1.[C:13](OC(=O)C)(=[O:15])[CH3:14]>C(#N)C>[OH:1][CH2:2][CH2:3][C:4]1[CH:5]=[C:6]([CH2:10][CH2:11][O:12][C:13](=[O:15])[CH3:14])[CH:7]=[CH:8][CH:9]=1. Procedure details: 2-[3-(2-Hydroxy-ethyl)-phenyl]-ethanol (2.49 g, 15.0 mmol) was dissolved in ACN (5 ml) and acetic anhydride (3.06 g, 30 mmol) added. The mixture was stirred under reflux for 1 h and then evaporated to dryness. Silica gel chromatography (HEP/EA gradient) of the residue yielded 1.30 g of the title compound (mono-acetylated product). Reactants: NC(C=1C=C2C(=CC(N(C2=CC1)C)=O)C1=CC(=CC=C1)OCC)(C1=CN=CN1C)C1=CC=C(C=C1)Cl (6-[amino(4-chlorophenyl)(1-methyl-1H-imidazol-5-yl)methyl]-4-(3-ethoxyphenyl)-1-methyl-2(1H)-quinolinone), CN1C(C=C(C2=CC=CC=C12)C1=CC(=CC=C1)CCC)=O (1-methyl-4-(3-propylphenyl)-2(1H)-quinolinone). Product: Cl.ClC1=CC=C(C=C1)C(C=1C=C2C(=CC(N(C2=CC1)C)=O)C1=CC(=CC=C1)OCC)C1=CN=CN1C (6-[(4-chlorophenyl)(1-methyl-1H-imidazol-5-yl)methyl]-4-(3-ethoxyphenyl)-1-methyl-2(1H)-quinolinone monohydrochloride). RXN SMILES: N[C:2]([C:30]1[CH:35]=[CH:34][C:33]([Cl:36])=[CH:32][CH:31]=1)([C:24]1[N:28]([CH3:29])[CH:27]=[N:26][CH:25]=1)[C:3]1[CH:4]=[C:5]2[C:10](=[CH:11][CH:12]=1)[N:9]([CH3:13])[C:8](=[O:14])[CH:7]=[C:6]2[C:15]1[CH:20]=[CH:19][CH:18]=[C:17]([O:21][CH2:22][CH3:23])[CH:16]=1.CN1C2C(=CC=CC=2)C(C2C=CC=C(CCC)C=2)=CC1=O>>[ClH:36].[Cl:36][C:33]1[CH:34]=[CH:35][C:30]([CH:2]([C:24]2[N:28]([CH3:29])[CH:27]=[N:26][CH:25]=2)[C:3]2[CH:4]=[C:5]3[C:10](=[CH:11][CH:12]=2)[N:9]([CH3:13])[C:8](=[O:14])[CH:7]=[C:6]3[C:15]2[CH:20]=[CH:19][CH:18]=[C:17]([O:21][CH2:22][CH3:23])[CH:16]=2)=[CH:31][CH:32]=1 |f:2.3|. Procedure details: 6-[amino(4-chlorophenyl)(1-methyl-1H-imidazol-5-yl)methyl]-4-(3-ethoxyphenyl)-1-methyl-2(1H)-quinolinone, 6-amino(4-chlorophenyl)(1-methyl-1H-imidazol-5-yl)methyl]-1-methyl-4-(3-propylphenyl)-2(1H)-quinolinone; a stereoisomeric form thereof or a pharmaceutically acceptable acid or base addition salt; and Starting materials: resultant mixture, C(CCC)[B-](C1=CC=CC=C1)(C1=CC=CC=C1)C1=CC=CC=C1.[Li+] (lithium butyltriphenylborate), [Cl-].C[S+](CC(=O)C1=CC=C(C=C1)Cl)C (dimethyl-p-chlorophenacylsulfonium chloride). The solvent is O (water), O (water). Yields the product C[S+](CC(=O)C1=CC=C(C=C1)Cl)C.C(CCC)[B-](C1=CC=CC=C1)(C1=CC=CC=C1)C1=CC=CC=C1 (dimethyl-p-chlorophenacylsulfonium butyltriphenylborate). Isolated yield 91.1%. Reaction SMILES: [CH2:1]([B-:5]([C:18]1[CH:23]=[CH:22][CH:21]=[CH:20][CH:19]=1)([C:12]1[CH:17]=[CH:16][CH:15]=[CH:14][CH:13]=1)[C:6]1[CH:11]=[CH:10][CH:9]=[CH:8][CH:7]=1)[CH2:2][CH2:3][CH3:4].[Li+].[Cl-].[CH3:26][S+:27]([CH3:38])[CH2:28][C:29]([C:31]1[CH:36]=[CH:35][C:34]([Cl:37])=[CH:33][CH:32]=1)=[O:30]>O>[CH3:26][S+:27]([CH3:38])[CH2:28][C:29]([C:31]1[CH:32]=[CH:33][C:34]([Cl:37])=[CH:35][CH:36]=1)=[O:30].[CH2:1]([B-:5]([C:18]1[CH:23]=[CH:22][CH:21]=[CH:20][CH:19]=1)([C:6]1[CH:7]=[CH:8][CH:9]=[CH:10][CH:11]=1)[C:12]1[CH:17]=[CH:16][CH:15]=[CH:14][CH:13]=1)[CH2:2][CH2:3][CH3:4] |f:0.1,2.3,5.6|. Procedure: An aqueous solution of 6.10 g of lithium butyltriphenylborate in 100 ml of water was added to a solution of 5.00 g of dimethyl-p-chlorophenacylsulfonium chloride in 100 ml of water, and the resultant mixture was stirred at room temperature for 30 minutes. Then, the reaction mixture was filtered, and the resultant crystal was washed with water and dried to give 9.34 g of dimethyl-p-chlorophenacylsulfonium-butyltriphenylborate as a white crystal. Starting materials: resultant mixture, C(C1=CC=CC=C1)N1C=NC=C1C(=O)OC (1-benzyl-5-carbmethoxyimidazole), C=O (formaldehyde), [OH-].[Na+] (sodium hydroxide). Run in O (water). Product: C(C1=CC=CC=C1)N1C=NC=C1CO (1-benzyl-5-hydroxymethylimidazole). Reaction SMILES: [CH2:1]([N:8]1[C:12]([C:13](OC)=[O:14])=[CH:11][N:10]=[CH:9]1)[C:2]1[CH:7]=[CH:6][CH:5]=[CH:4][CH:3]=1.[OH-].[Na+].C=O>O>[CH2:1]([N:8]1[C:12]([CH2:13][OH:14])=[CH:11][N:10]=[CH:9]1)[C:2]1[CH:3]=[CH:4][CH:5]=[CH:6][CH:7]=1 |f:1.2|. Reported procedure: To a suspension of 2.16 g (0.01 mol) of 1-benzyl-5-carbmethoxyimidazole in 5 ml of water are succesively added 0.8 g (0.02 mol) of sodium hydroxide and 4 ml of ~37% aqueous formaldehyde. The resultant mixture is heated to reflux for 2 hours. After completion of the reaction, the solvent is stripped off, and the residual solid is extracted with ethyl acetate. The ethyl acetate extract is concentrated to give 1-benzyl-5-hydroxymethylimidazole as a solid, m.p. 138°-140° C. Reactants: C(C1=CC=CC=C1)OCC=O (2-benzyloxyacetaldehyde), C(C)(C)N(CC)C(C)C (Diisopropylethylamine), C(C1=CC=CC=C1)[C@H]1N(C(OC1)=O)C(CP([O-])([O-])=O)=O ({2-[(4R)-4-benzyl-2-oxo-1,3-oxazolidin-3-yl]-2-oxoethyl}phosphonate), [Cl-].[Li+] (lithium chloride). The solvent is C(C)#N (acetonitrile), C(C)#N (acetonitrile). Reaction conditions: temperature 0 celsius. Yields the product C(C1=CC=CC=C1)[C@H]1N(C(OC1)=O)C(\C=C\COCC1=CC=CC=C1)=O ((4R)-4-benzyl-3-[(2E)-4-(benzyloxy)but-2-enoyl]-1,3-oxazolidin-2-one). Reaction SMILES: C(N(C(C)C)CC)(C)C.[CH2:10]([C@@H:17]1[CH2:21][O:20][C:19](=[O:22])[N:18]1[C:23](=[O:29])[CH2:24]P(=O)([O-])[O-])[C:11]1[CH:16]=[CH:15][CH:14]=[CH:13][CH:12]=1.[Cl-].[Li+].[CH2:32]([O:39][CH2:40][CH:41]=O)[C:33]1[CH:38]=[CH:37][CH:36]=[CH:35][CH:34]=1>C(#N)C>[CH2:10]([C@@H:17]1[CH2:21][O:20][C:19](=[O:22])[N:18]1[C:23](=[O:29])/[CH:24]=[CH:41]/[CH2:40][O:39][CH2:32][C:33]1[CH:38]=[CH:37][CH:36]=[CH:35][CH:34]=1)[C:11]1[CH:16]=[CH:15][CH:14]=[CH:13][CH:12]=1 |f:2.3|. Procedure details: Diisopropylethylamine (51 mL, 290 mmol) was added slowly to a mechanically stirred, 0° C. slurry composed of {2-[(4R)-4-benzyl-2-oxo-1,3-oxazolidin-3-yl]-2-oxoethyl}phosphonate (94.8 g, 267 mmol; see Shapiro, G; Chengzhi, C. Tetrahedron Lett. 1992, 33, 2447) and dry lithium chloride (12.5 g, 280 mmol) in acetonitrile (260 mL). After stirring for 10 min, a solution of 2-benzyloxyacetaldehyde (40.0 g, 267 mmol) in acetonitrile (20 mL) was added dropwise over 10 min. The cooling bath was then remov...